From a dataset of the Open Reaction Database (ORD), a public repository of structured organic reaction records. describe an organic reaction: reactants, conditions, products, and yield Reactants: O=C([O-])O, FC(F)Oc1ccc(Nc2ncnc3c2CCN(Cc2ccccc2)C3)cc1, CO, O=C[O-], [NH4+], [Na+], [Pd]. Yields the product FC(F)Oc1ccc(Nc2ncnc3c2CCNC3)cc1. RXN SMILES: [C:35](=[O:36])([OH:37])[O-:38].[CH2:1]([c:2]1[cH:3][cH:4][cH:5][cH:6][cH:7]1)[N:8]1[CH2:9][c:10]2[n:11][cH:12][n:13][c:14]([NH:18][c:19]3[cH:20][cH:21][c:22]([O:25][CH:26]([F:27])[F:28])[cH:23][cH:24]3)[c:15]2[CH2:16][CH2:17]1.[CH3:33][OH:34].[CH:29]([O-:30])=[O:31].[NH4+:32].[Na+:39].[Pd:40]>>[NH:8]1[CH2:9][c:10]2[n:11][cH:12][n:13][c:14]([NH:18][c:19]3[cH:20][cH:21][c:22]([O:25][CH:26]([F:27])[F:28])[cH:23][cH:24]3)[c:15]2[CH2:16][CH2:17]1. The reactants are C(C)(C)(C)OC(=O)N1C(=CC2=CC(=CC=C12)O[Si](C)(C)C(C)(C)C)B(O)O (1-(tert-Butoxycarbonyl)-5-{[tert-butyl(dimethyl)silyl]oxyl}-1H-indol-2-ylboronic acid), ClC1=NC2=CC=CC=C2C=C1I (2-Chloro-3-iodo-quinoline), P(=O)([O-])([O-])[O-].[K+].[K+].[K+] (potassium phosphate). The reagents and catalysts are C=1C=CC(=CC1)[P](C=2C=CC=CC2)(C=3C=CC=CC3)[Pd]([P](C=4C=CC=CC4)(C=5C=CC=CC5)C=6C=CC=CC6)([P](C=7C=CC=CC7)(C=8C=CC=CC8)C=9C=CC=CC9)[P](C=1C=CC=CC1)(C=1C=CC=CC1)C=1C=CC=CC1 (tetrakis(triphenylphosphine)palladium). The solvent is O1CCOCC1 (dioxane). Run at temperature 90 celsius. Product: [Si](C)(C)(C(C)(C)C)OC=1C=C2C=C(N(C2=CC1)C(=O)OC(C)(C)C)C=1C(=NC2=CC=CC=C2C1)Cl (tert-Butyl 5-{[tert-butyl(dimethyl)silyl]oxy}-2-(2-chloro-3-quinolinyl)-1H-indole-1-carboxylate). RXN SMILES: [C:1]([O:5][C:6]([N:8]1[C:16]2[C:11](=[CH:12][C:13]([O:17][Si:18]([C:21]([CH3:24])([CH3:23])[CH3:22])([CH3:20])[CH3:19])=[CH:14][CH:15]=2)[CH:10]=[C:9]1B(O)O)=[O:7])([CH3:4])([CH3:3])[CH3:2].[Cl:28][C:29]1[C:38](I)=[CH:37][C:36]2[C:31](=[CH:32][CH:33]=[CH:34][CH:35]=2)[N:30]=1.P([O-])([O-])([O-])=O.[K+].[K+].[K+]>O1CCOCC1.C1C=CC([P]([Pd]([P](C2C=CC=CC=2)(C2C=CC=CC=2)C2C=CC=CC=2)([P](C2C=CC=CC=2)(C2C=CC=CC=2)C2C=CC=CC=2)[P](C2C=CC=CC=2)(C2C=CC=CC=2)C2C=CC=CC=2)(C2C=CC=CC=2)C2C=CC=CC=2)=CC=1>[Si:18]([O:17][C:13]1[CH:12]=[C:11]2[C:16](=[CH:15][CH:14]=1)[N:8]([C:6]([O:5][C:1]([CH3:4])([CH3:3])[CH3:2])=[O:7])[C:9]([C:38]1[C:29]([Cl:28])=[N:30][C:31]3[C:36]([CH:37]=1)=[CH:35][CH:34]=[CH:33][CH:32]=3)=[CH:10]2)([C:21]([CH3:24])([CH3:23])[CH3:22])([CH3:20])[CH3:19] |f:2.3.4.5,^1:57,59,78,97|. Procedure: A deoxygenated mixture of 1-(tert-butoxycarbonyl)-5-{[tert-butyl(dimethyl)silyl[oxy}-1H-indol-2-ylboronic acid 1-6 (4.10 g, 10.5 mmol, 1 equiv), 2-chloro-3-iodo-quinoline (1-2, 3.64 g, 12.6 mmol, 1.20 equiv), potassium phosphate (6.67 g, 31.4 mmol, 3.00 equiv), and tetrakis(triphenylphosphine)palladium (0.605 g, 0.524 mmol, 0.050 equiv) in dioxane (100 mL) was heated at 90° C. for 20 h. The reaction mixture was cooled, then partitioned between a mixture of water and ethyl acetate. The organic la... Starting materials: COC=1C=CC(=C(C=O)C1)OCCCN1CCOCC1 (5-Methoxy-2-[3-(4-morpholinyl)propoxy]benzaldehyde), C(CC1=CC=CC=C1)N (phenethylamine). Solvent: C1(=CC=CC=C1)C (toluene). Reaction conditions: temperature 50 celsius. Product: COC1=CC(=C(OCCCN2CCOCC2)C=C1)C=NCCC1=CC=CC=C1 (4-[3-[4-Methoxy-2[[(2-phenylethyl)imino]methyl]phenoxy]propyl]morpholine). Isolated yield 92.1%. RXN SMILES: [CH3:1][O:2][C:3]1[CH:4]=[CH:5][C:6]([O:11][CH2:12][CH2:13][CH2:14][N:15]2[CH2:20][CH2:19][O:18][CH2:17][CH2:16]2)=[C:7]([CH:10]=1)[CH:8]=O.[CH2:21]([NH2:29])[CH2:22][C:23]1[CH:28]=[CH:27][CH:26]=[CH:25][CH:24]=1>C1(C)C=CC=CC=1>[CH3:1][O:2][C:3]1[CH:4]=[CH:5][C:6]([O:11][CH2:12][CH2:13][CH2:14][N:15]2[CH2:20][CH2:19][O:18][CH2:17][CH2:16]2)=[C:7]([CH:8]=[N:29][CH2:21][CH2:22][C:23]2[CH:28]=[CH:27][CH:26]=[CH:25][CH:24]=2)[CH:10]=1. Procedure details: 5-Methoxy-2-[3-(4-morpholinyl)propoxy]benzaldehyde (33.4 g) and 14.5 g of phenethylamine are refluxed in 120 ml of toluene for about 1 hour. After cooling to about 50° C., the solvent is removed using a rotary evaporator and the oily residue is distilled to give 42.1 g of the title compound, boiling point 240°-245° C. at 0.2-0.3 mm of Hg.